Dataset: the Open Reaction Database (ORD), a public repository of structured organic reaction records. Task: describe an organic reaction: reactants, conditions, products, and yield The reactants are S(=O)([O-])[O-].[Au+3].[Na+].S(=O)([O-])[O-] (sodium gold sulfite), [Au] (gold), S(=O)([O-])[O-].[Na+].[Na+] (sodium sulfite), [As] (arsenic). Reagents/catalysts: [Cd] (cadmium). The product is S(=O)([O-])[O-].[Au+3].S(=O)([O-])[O-].S(=O)([O-])[O-].[Au+3] (Gold Sulfite). Reaction SMILES: [S:1]([O-:4])([O-:3])=[O:2].[Au+3:5].[Na+].[S:7]([O-:10])([O-:9])=[O:8].[S:11]([O-:14])([O-:13])=[O:12].[Na+].[Na+].[As].[Au]>[Cd]>[S:1]([O-:4])([O-:3])=[O:2].[Au+3:5].[S:7]([O-:10])([O-:9])=[O:8].[S:11]([O-:14])([O-:13])=[O:12].[Au+3:5] |f:0.1.2.3,4.5.6,10.11.12.13.14|. Procedure details: A typical sulfite electroplating bath is an aqueous solution including sodium gold sulfite, about 5 to 10 troy ounces per gallon (41.1 to 82.2 grams per liter) of sodium sulfite, and brighteners such as arsenic or cadmium metal in amounts up to about 500 ppm. The aqueous solution usually has a pH of 8 to 12 and contains between one-quarter to 3 troy ounces per gallon (2.1 to 24.7 grams per liter) of gold.